From a dataset of the Open Reaction Database (ORD), a public repository of structured organic reaction records. describe an organic reaction: reactants, conditions, products, and yield The reactants are O1CCN(CC1)C=1C=2N(N=CC1)C(=C(N2)\C=C\C2=NC=1CCCCC1C=C2)C2=CC=C(C(=O)OC)C=C2 ((E)-Methyl 4-(8-morpholino-2-(2-(5,6,7,8-tetrahydroquinolin-2-yl)vinyl)imidazo[1,2-b]pyridazin-3-yl)benzoate), [Li+].[OH-] (LiOH). Product: O1CCN(CC1)C=1C=2N(N=CC1)C(=C(N2)\C=C\C2=NC=1CCCCC1C=C2)C2=CC=C(C(=O)O)C=C2 ((E)-4-(8-Morpholino-2-(2-(5,6,7,8-tetrahydroquinolin-2-yl)vinyl)imidazo[1,2-b]pyridazin-3-yl)benzoic acid). Reaction SMILES: [O:1]1[CH2:6][CH2:5][N:4]([C:7]2[C:8]3[N:9]([C:13]([C:28]4[CH:37]=[CH:36][C:31]([C:32]([O:34]C)=[O:33])=[CH:30][CH:29]=4)=[C:14](/[CH:16]=[CH:17]/[C:18]4[CH:27]=[CH:26][C:25]5[CH2:24][CH2:23][CH2:22][CH2:21][C:20]=5[N:19]=4)[N:15]=3)[N:10]=[CH:11][CH:12]=2)[CH2:3][CH2:2]1.[Li+].[OH-]>>[O:1]1[CH2:6][CH2:5][N:4]([C:7]2[C:8]3[N:9]([C:13]([C:28]4[CH:29]=[CH:30][C:31]([C:32]([OH:34])=[O:33])=[CH:36][CH:37]=4)=[C:14](/[CH:16]=[CH:17]/[C:18]4[CH:27]=[CH:26][C:25]5[CH2:24][CH2:23][CH2:22][CH2:21][C:20]=5[N:19]=4)[N:15]=3)[N:10]=[CH:11][CH:12]=2)[CH2:3][CH2:2]1 |f:1.2|. Reported procedure: Compound 58d (0.30 g, 0.74 mmol) was hydrolyzed with LiOH using the procedure described in Example 54, Step E to obtain the title compound 76 as a yellow solid. 1H-NMR (300 MHz, DMSO-d6) δ (ppm): 13.00 (br, 1H), 8.14-8.11 (m, 3H), 7.81 (d, J=8.1 Hz, 2H), 7.60-7.49 (m, 2H), 7.43 (d, J=8.1 Hz, 1H), 7.33 (d, J=8.1 Hz, 1H), 6.43 (d, J=5.7 Hz, 1H), 4.07-4.02 (m, 4H), 3.85-3.83 (m, 4H), 2.78-2.73 (m, 4H), 1.80-1.75 (m, 4H). Mass Spectrum (LCMS, ESI pos.): Calcd. for C28H27N5O3: 482.2 (M+H). Found: 482... Starting materials: CC[Mg+].[Br-] (EtMgBr), Cl (HCl), CCOCC (Et2O), C1(=CC(=CC=C1)C#N)C (m-tolunitrile), C1=CC=CC=C1 (benzene). Run at time 19 hour. Yields the product CCCC(=O)C1=CC=CC=C1 (3-Methylpropiophenone). Reaction SMILES: CC[Mg+].[Br-].[C:5]1([CH3:13])[CH:10]=[CH:9][CH:8]=[C:7](C#N)[CH:6]=1.[CH:14]1[CH:19]=CC=C[CH:15]=1.Cl.CC[O:23]CC>>[CH3:15][CH2:14][CH2:19][C:13]([C:5]1[CH:6]=[CH:7][CH:8]=[CH:9][CH:10]=1)=[O:23] |f:0.1|. Procedure details: To a 0° C. solution of EtMgBr in Et2O (3.0M, 570 mL, Aldrich) was slowly added m-tolunitrile (102 mL, Aldrich). After stirring at r.t. for 19 hr., benzene (300 mL) was added and the resulting mixture was cooled to 0° C. HCl (6N, 600 mL) was then slowly added. The organic phase was separated, washed with 5% NaHCO3 and brine, dried (MgSO4) and evaporated to afford the desired ketone as a yellow liquid.